This data is from the Open Reaction Database (ORD), a public repository of structured organic reaction records. The task is: describe an organic reaction: reactants, conditions, products, and yield The reactants are C(C1=CC=CC=C1)OC(=O)C=1C=C(C=CC1)NC(NCC(=O)N1C(CC(C1C1=C(C=CC=C1)F)S(=O)(=O)N1CCOCC1)C(=O)OC(C)(C)C)=O ((2RS,4SR,5RS)-1-{2-[3-(3-benzyloxycarbonylphenyl)ureido]acetyl}-2-tert-butoxycarbonyl-5-(2-fluorophenyl)-4-morpholinosulphonylpyrrolidine), C(C)O (ethanol). Reagents/catalysts: [Pd] (palladium-on-charcoal). Solvent: C(Cl)Cl.CO (methylene chloride methanol). Yields the product C(C)(C)(C)OC(=O)C1N(C(C(C1)S(=O)(=O)N1CCOCC1)C1=C(C=CC=C1)F)C(CNC(NC=1C=C(C(=O)O)C=CC1)=O)=O ((2RS,4SR,5RS)-3-(3-{2-[2-tert-butoxycarbonyl-5-(2-fluorophenyl)-4-morpholinosulphonyl-1-pyrrolidinyl]-2-oxoethyl}ureido)benzoic acid). Isolated yield 59.4%. Reaction SMILES: C([O:8][C:9]([C:11]1[CH:12]=[C:13]([NH:17][C:18](=[O:51])[NH:19][CH2:20][C:21]([N:23]2[CH:27]([C:28]3[CH:33]=[CH:32][CH:31]=[CH:30][C:29]=3[F:34])[CH:26]([S:35]([N:38]3[CH2:43][CH2:42][O:41][CH2:40][CH2:39]3)(=[O:37])=[O:36])[CH2:25][CH:24]2[C:44]([O:46][C:47]([CH3:50])([CH3:49])[CH3:48])=[O:45])=[O:22])[CH:14]=[CH:15][CH:16]=1)=[O:10])C1C=CC=CC=1.C(O)C>[Pd].C(Cl)Cl.CO>[C:47]([O:46][C:44]([CH:24]1[CH2:25][CH:26]([S:35]([N:38]2[CH2:39][CH2:40][O:41][CH2:42][CH2:43]2)(=[O:37])=[O:36])[CH:27]([C:28]2[CH:33]=[CH:32][CH:31]=[CH:30][C:29]=2[F:34])[N:23]1[C:21](=[O:22])[CH2:20][NH:19][C:18](=[O:51])[NH:17][C:13]1[CH:12]=[C:11]([CH:16]=[CH:15][CH:14]=1)[C:9]([OH:10])=[O:8])=[O:45])([CH3:50])([CH3:48])[CH3:49] |f:3.4|. Procedure details: A The process is performed as described in Example 2A, but starting with 2.5 g of (2RS,4SR,5RS)-1-{2-[3-(3-benzyloxycarbonylphenyl)ureido]acetyl}-2-tert-butoxycarbonyl-5-(2-fluorophenyl)-4-morpholinosulphonylpyrrolidine, 0.25 g of 10% palladium-on-charcoal and 100 cm3 of ethanol under a hydrogen atmosphere (130 kPa). After treatment, 1.3 g of (2RS,4SR,5RS)-3-(3-{2-[2-tert-butoxycarbonyl-5-(2-fluorophenyl)-4-morpholinosulphonyl-1-pyrrolidinyl]-2-oxoethyl}ureido)benzoic acid are obtained [Rf=0.43;... Reactants: C(C1=CC=CC=C1)N1CCC(CC1)(OCCO)CC (2-(1-benzyl-4-ethyl-4-piperidyloxy)-ethanol), [H][H] (hydrogen), [H][H] (hydrogen), C (charcoal). Yield: 78.9%. As a reaction SMILES: C([N:8]1[CH2:13][CH2:12][C:11]([CH2:18][CH3:19])([O:14][CH2:15][CH2:16][OH:17])[CH2:10][CH2:9]1)C1C=CC=CC=1.[H][H].C>C(O)C>[CH2:18]([C:11]1([O:14][CH2:15][CH2:16][OH:17])[CH2:12][CH2:13][NH:8][CH2:9][CH2:10]1)[CH3:19]. The solvent is C(C)O (ethanol). Reported procedure: A solution of 37 g of 2-(1-benzyl-4-ethyl-4-piperidyloxy)-ethanol in 300 ml of absolute ethanol was reacted with hydrogen at 50° C in the presence of 4 g of 10% palladized charcoal until the theoretical amount of hydrogen was absorbed (about 3 hours) and the catalyst was filtered off. The ethanol was evaporated off and the residue was distilled to obtain 19.2 g of 2-(4-ethyl-4-piperidyloxy)-ethanol as a colorless oil boiling at 102°-106° C at 0.5 mm Hg. Yields the product C(C)C1(CCNCC1)OCCO (2-(4-ethyl-4-piperidyloxy)-ethanol). Starting materials: CC#N, O=CCCC=O, CCN(Cc1ccc(Cl)nc1)C(=C[N+](=O)[O-])NC, Cl. Yields the product CCN(Cc1ccc(Cl)nc1)C1=C([N+](=O)[O-])C2CCC(O2)N1C. As a reaction SMILES: [CH3:26][C:27]#[N:28].[CH:19]([CH2:20][CH2:21][CH:22]=[O:23])=[O:24].[Cl:1][c:2]1[cH:3][cH:4][c:5]([CH2:8][N:9]([C:10](=[CH:11][N+:12](=[O:13])[O-:14])[NH:15][CH3:16])[CH2:17][CH3:18])[cH:6][n:7]1.[ClH:25]>>[Cl:1][c:2]1[cH:3][cH:4][c:5]([CH2:8][N:9]([C:10]2=[C:11]([N+:12](=[O:13])[O-:14])[CH:19]3[CH2:20][CH2:21][CH:22]([N:15]2[CH3:16])[O:24]3)[CH2:17][CH3:18])[cH:6][n:7]1. The reactants are N1(C)C(=O)N(C)C=2N=CNC2C1=O (theophylline), C([O-])([O-])=O.[K+].[K+] (potassium carbonate), N1(C=CC2=CC=CC=C12)C(=O)C1=CC=C(CCl)C=C1 (4-[(1-indolyl)carbonyl]benzyl chloride). The solvent is CN(C)C=O (DMF), O (water). Conditions: time 22 hour. Product: N1(C=CC2=CC=CC=C12)C(=O)C1=CC=C(CN2C=NC=3N(C(N(C(C23)=O)C)=O)C)C=C1 (7-[4-(1-Indolylcarbonyl)benzyl]-1,3-dimethylxanthine). Yield: 54.5%. RXN SMILES: [N:1]1([C:12](=[O:13])[C:11]2[NH:10][CH:9]=[N:8][C:7]=2[N:5]([CH3:6])[C:3]1=[O:4])[CH3:2].C(=O)([O-])[O-].[K+].[K+].[N:20]1([C:29]([C:31]2[CH:38]=[CH:37][C:34]([CH2:35]Cl)=[CH:33][CH:32]=2)=[O:30])[C:28]2[C:23](=[CH:24][CH:25]=[CH:26][CH:27]=2)[CH:22]=[CH:21]1>CN(C=O)C.O>[N:20]1([C:29]([C:31]2[CH:32]=[CH:33][C:34]([CH2:35][N:10]3[C:11]4[C:12](=[O:13])[N:1]([CH3:2])[C:3](=[O:4])[N:5]([CH3:6])[C:7]=4[N:8]=[CH:9]3)=[CH:37][CH:38]=2)=[O:30])[C:28]2[C:23](=[CH:24][CH:25]=[CH:26][CH:27]=2)[CH:22]=[CH:21]1 |f:1.2.3|. Procedure details: To a solution of theophylline (1.80 g) in DMF (20 ml) were added potassium carbonate (1.66 g) and 4-[(1-indolyl)carbonyl]benzyl chloride (2.70 g) and the mixture was stirred at room temperature for 22 hours. This reaction mixture was diluted with water and extracted with ethyl acetate. The extract was washed with saturated aqueous NaCl solution and dried over anhydrous sodium sulfate and the solvent was distilled off to provide the title compound as colorless powder (2.25 g, 54%). Reactants: [N+](=O)([O-])C1=NC=CC=C1OC(F)(F)F (2-nitro-3-(trifluoromethoxy)pyridine), [Cl-].[NH4+] (ammonium chloride). The reagents and catalysts are [Fe] (iron). The solvent is C(C)O (ethanol). Reaction conditions: temperature 70 celsius. The product is FC(OC=1C(=NC=CC1)N)(F)F (3-(trifluoromethoxy)pyridin-2-amine). RXN SMILES: [N+:1]([C:4]1[C:9]([O:10][C:11]([F:14])([F:13])[F:12])=[CH:8][CH:7]=[CH:6][N:5]=1)([O-])=O.[Cl-].[NH4+]>C(O)C.[Fe]>[F:14][C:11]([F:12])([F:13])[O:10][C:9]1[C:4]([NH2:1])=[N:5][CH:6]=[CH:7][CH:8]=1 |f:1.2|. Procedure details: To a stirred solution of 2-nitro-3-(trifluoromethoxy)pyridine (370 mg, 1.78 mmol) in ethanol (5 mL) were added aqueous ammonium chloride (951 mg, 17.78 mmol, in 10 mL of water) and iron powder (993 mg, 17.78 mmol). The reaction mixture was heated to 70° C. for 2 h. After cooling down the reaction mixture was filtered and the solid was washed with ethyl acetate. The mother liquid was concentrated to dryness in vacuo. The residue was diluted with water and extracted with ethyl acetate (3×15 mL). T... Starting materials: FC1=CC=C(C=C1)[N+](=O)[O-] (1-fluoro-4-nitrobenzene), NC(COC)C (2-amino-1-methoxypropane). Reaction conditions: time 15 minute. Product: COCC(C)NC1=CC=C(C=C1)[N+](=O)[O-] ((2-methoxy-1-methylethyl)(4-nitrophenyl)amine). Reaction SMILES: F[C:2]1[CH:7]=[CH:6][C:5]([N+:8]([O-:10])=[O:9])=[CH:4][CH:3]=1.[NH2:11][CH:12]([CH3:16])[CH2:13][O:14][CH3:15]>>[CH3:15][O:14][CH2:13][CH:12]([NH:11][C:2]1[CH:7]=[CH:6][C:5]([N+:8]([O-:10])=[O:9])=[CH:4][CH:3]=1)[CH3:16]. Reported procedure: 21 g (0.15 mol) of 1-fluoro-4-nitrobenzene and 42 ml of 2-amino-1-methoxypropane were introduced into a 150 ml three-necked flask. The mixture was stirred for 15 minutes and brought to the boiling point. After reaction for 2 to 3 hours, the reaction medium was poured onto ice. A yellow precipitate formed. This precipitate was filtered off, washed with water, and then successively washed with a minimum amount of ethanol, isopropyl ether, and petroleum ether. 27.8 g of expected product were isolat... Reactants: C(=O)([O-])[O-].[Na+].[Na+] (Na2CO3), BrC=1NC=2C=C(C=C3C2C1C=NNC3=O)NC(=O)[C@H]3[C@@H](C3)C3=CC=CC=C3 ((1R,2R)-2-Phenyl-cyclopropanecarboxylic Acid (2-bromo-6-oxo-5,6-dihydro-1H-[1,2]diazepino[4,5,6-cd]indol-8-yl)-amide), 4-(4,4,5,5-tetramethyl-[1,2]dioxaborolan-2-yl)-3,6-dihydro-2H-pyridine-1-carboxylic acid tert-butyl ester, CN(C=O)C (N,N-dimethylformamide). The reagents and catalysts are C1=CC=C(C=C1)P([C-]2C=CC=C2)C3=CC=CC=C3.C1=CC=C(C=C1)P([C-]2C=CC=C2)C3=CC=CC=C3.Cl[Pd]Cl.[Fe+2] ([1,1′-Bis(diphenylphosphino)ferrocene]dichloropalladium). Reaction conditions: temperature 80 celsius. Yields the product C(C)(C)(C)OC(=O)N1CCC(=CC1)C=1NC=2C=C(C=C3C2C1C=NNC3=O)N (4-(8-Amino-6-oxo-5,6-dihydro-1H-[1,2]diazepino[4,5,6-cd]indol-2-yl)-3,6-dihydro-2H-pyridine-1-carboxylic Acid tert-butyl Ester). The yield is 82.0%. Reaction SMILES: [C:1]([O-:4])([O-])=[O:2].[Na+].[Na+].Br[C:8]1[NH:9][C:10]2[CH:11]=[C:12]([NH:22]C([C@@H]3C[C@H]3C3C=CC=CC=3)=O)[CH:13]=[C:14]3[C:20](=[O:21])[NH:19][N:18]=[CH:17][C:16]=1[C:15]=23.[CH3:34][N:35]([CH3:38])C=O>C1C=CC(P(C2C=CC=CC=2)[C-]2C=CC=C2)=CC=1.C1C=CC(P(C2C=CC=CC=2)[C-]2C=CC=C2)=CC=1.Cl[Pd]Cl.[Fe+2]>[C:14]([O:4][C:1]([N:35]1[CH2:38][CH:10]=[C:11]([C:8]2[NH:9][C:10]3[CH:11]=[C:12]([NH2:22])[CH:13]=[C:14]4[C:20](=[O:21])[NH:19][N:18]=[CH:17][C:16]=2[C:15]=34)[CH2:12][CH2:34]1)=[O:2])([CH3:20])([CH3:15])[CH3:13] |f:0.1.2,5.6.7.8|. Procedure: In a manner analogous to that of Example 184, 2.0 M aqueous Na2CO3 (0.66 mL) was added to a mixture of Intermediate 206(a) of Example 206 (1 g, 3.17 mmol), 4-(4,4,5,5-tetramethyl-[1,2]dioxaborolan-2-yl)-3,6-dihydro-2H-pyridine-1-carboxylic acid tert-butyl ester (1.18 g, 3.82 mmol) and [1,1′-bis(diphenylphosphino)ferrocene]dichloropalladium (II) (0.13 g, 0.159 mmol) in anhydrous N,N-dimethylformamide (50 ml), and the reaction was heated at 80° C. for 16 hours. When the reaction was judged complet... Starting materials: ClC(C(C(=O)O)(F)F)(C(=O)O)F (chlorotrifluorosuccinic acid). The reagents and catalysts are [Zn] (zinc). Solvent: O1CCOCC1 (dioxane). Reaction conditions: time 10 hour. Product: FC(C(=O)O)(C(C(=O)O)F)F (2,2,3-trifluorosuccinic acid). Isolated yield 40.7%. RXN SMILES: Cl[C:2]([F:12])([C:9]([OH:11])=[O:10])[C:3]([F:8])([F:7])[C:4]([OH:6])=[O:5]>O1CCOCC1.[Zn]>[F:7][C:3]([F:8])([CH:2]([F:12])[C:9]([OH:11])=[O:10])[C:4]([OH:6])=[O:5]. Procedure: To a stirring solution of the chlorotrifluorosuccinic acid (part b) (24.5 g) in 200 ml dioxane was added portionwise zinc metal (85 g) and the mixture was stirred at ambient temperature for 10 hours to yield a viscous liquid which was decanted from the unreacted zinc. Most of the dioxane was evaporated in vacuo. The residue was dissolved in 100 ml H2O and a solution of 7.7 ml of concentrated H2SO4 in 25 ml of water was added. The solution was extracted with ether (3×100 ml) and dried over anhydr...